Dataset: the Open Reaction Database (ORD), a public repository of structured organic reaction records. Task: describe an organic reaction: reactants, conditions, products, and yield Reactants: ClCc1ccc2ccccc2n1, CN(C)C=O, Oc1ccc(-c2ncoc2-c2ccncc2)cc1. Product: c1ccc2nc(COc3ccc(-c4ncoc4-c4ccncc4)cc3)ccc2c1. As a reaction SMILES: [Cl:19][CH2:20][c:21]1[n:22][c:23]2[cH:24][cH:25][cH:26][cH:27][c:28]2[cH:29][cH:30]1.[O:31]=[CH:32][N:33]([CH3:34])[CH3:35].[n:1]1[cH:2][cH:3][c:4](-[c:7]2[c:8](-[c:12]3[cH:13][cH:14][c:15]([OH:18])[cH:16][cH:17]3)[n:9][cH:10][o:11]2)[cH:5][cH:6]1>>[n:1]1[cH:2][cH:3][c:4](-[c:7]2[c:8](-[c:12]3[cH:13][cH:14][c:15]([O:18][CH2:20][c:21]4[n:22][c:23]5[cH:24][cH:25][cH:26][cH:27][c:28]5[cH:29][cH:30]4)[cH:16][cH:17]3)[n:9][cH:10][o:11]2)[cH:5][cH:6]1.